Dataset: the Open Reaction Database (ORD), a public repository of structured organic reaction records. Task: describe an organic reaction: reactants, conditions, products, and yield Reactants: CCOCC, CN(C)c1ccncc1, [N-]=[N+]=[N-], [Na+], CN(C)C=O, O, OCc1ccccc1. The product is [N-]=[N+]=NCc1ccccc1. Reaction SMILES: [CH3:18][CH2:19][O:20][CH2:21][CH3:22].[CH3:23][N:24]([c:25]1[cH:26][cH:27][n:28][cH:29][cH:30]1)[CH3:31].[N-:14]=[N+:15]=[N-:16].[Na+:17].[O:9]=[CH:10][N:11]([CH3:12])[CH3:13].[OH2:32].[OH:1][CH2:2][c:3]1[cH:4][cH:5][cH:6][cH:7][cH:8]1>>[CH2:2]([c:3]1[cH:4][cH:5][cH:6][cH:7][cH:8]1)[N:14]=[N+:15]=[N-:16]. The reactants are CCOC(C)=O, CN(C)c1ccncc1, O, CC12CCC3C(CC=C4CC(O)CCC43C)C1CCC2=O, Cc1ccc(S(=O)(=O)Cl)cc1, c1ccncc1. Yields the product Cc1ccc(S(=O)(=O)OC2CCC3(C)C(=CCC4C5CCC(=O)C5(C)CCC43)C2)cc1. As a reaction SMILES: [CH3:33][CH2:34][O:35][C:36]([CH3:37])=[O:38].[CH3:46][N:47]([c:48]1[cH:49][cH:50][n:51][cH:52][cH:53]1)[CH3:54].[OH2:39].[OH:1][CH:2]1[CH2:3][C:4]2=[CH:5][CH2:6][CH:7]3[CH:8]4[CH2:9][CH2:10][C:11](=[O:21])[C:12]4([CH3:13])[CH2:14][CH2:15][CH:16]3[C:17]2([CH3:20])[CH2:18][CH2:19]1.[c:22]1([CH3:32])[cH:23][cH:24][c:25]([S:28](=[O:29])(=[O:30])[Cl:31])[cH:26][cH:27]1.[cH:40]1[cH:41][cH:42][n:43][cH:44][cH:45]1>>[O:1]([CH:2]1[CH2:3][C:4]2=[CH:5][CH2:6][CH:7]3[CH:8]4[CH2:9][CH2:10][C:11](=[O:21])[C:12]4([CH3:13])[CH2:14][CH2:15][CH:16]3[C:17]2([CH3:20])[CH2:18][CH2:19]1)[S:28]([c:25]1[cH:24][cH:23][c:22]([CH3:32])[cH:27][cH:26]1)(=[O:29])=[O:30]. Starting materials: N1=C(N=CC=C1)N1CCN(CC1)CCCCC=1C(=C(C=CC1)S(=O)(=O)N)[N+](=O)[O-] (4-(4-(2-pyrimidinyl)-1-piperazinyl)butyl-2-nitrobenzenesulphonamide), O.NN (hydrazine hydrate). Reagents/catalysts: [Pd] (Pd-C). Run in CO (MeOH), CO (MeOH). Conditions: time 30 minute. The product is N1=C(N=CC=C1)N1CCN(CC1)CCCCC=1C(=C(C=CC1)S(=O)(=O)N)N (4-(4-(2-pyrimidinyl)-1-piperazinyl)butyl-2-aminobenzensulphonamide). As a reaction SMILES: [N:1]1[CH:6]=[CH:5][CH:4]=[N:3][C:2]=1[N:7]1[CH2:12][CH2:11][N:10]([CH2:13][CH2:14][CH2:15][CH2:16][C:17]2[C:18]([N+:27]([O-])=O)=[C:19]([S:23]([NH2:26])(=[O:25])=[O:24])[CH:20]=[CH:21][CH:22]=2)[CH2:9][CH2:8]1.O.NN>CO.[Pd]>[N:1]1[CH:6]=[CH:5][CH:4]=[N:3][C:2]=1[N:7]1[CH2:8][CH2:9][N:10]([CH2:13][CH2:14][CH2:15][CH2:16][C:17]2[C:18]([NH2:27])=[C:19]([S:23]([NH2:26])(=[O:25])=[O:24])[CH:20]=[CH:21][CH:22]=2)[CH2:11][CH2:12]1 |f:1.2|. Reported procedure: 0.06 mol of N-(4-(4-(2-pyrimidinyl)-1-piperazinyl)butyl-2-nitrobenzenesulphonamide is dissolved in 500 ml of MeOH, 2.4 g of 5% Pd-C are added, the mixture is heated to boiling and 0.17 mol of hydrazine hydrate in 50 ml of MeOH is added dropwise within 15 minutes. After boiling for a further 30 minutes, the mixture is filtered, the filtrate is evaporated, the residue is taken up in diethyl ether, washed with water, evaporated again and crystallised from isorpopanol/isopropyl ether. The reactants are C(C1=CC=CC=C1)N1C(CC(C1)C(C)=NO)=O (1-Benzyl-4-(1-hydroxyiminoethyl)-2-oxopyrrolidine). Reagents/catalysts: [Ni] (Raney nickel), [Ni] (Raney nickel). The solvent is N (ammonia). Conditions: time 3 hour. Product: NC(C)C1CC(N(C1)CC1=CC=CC=C1)=O (4-(1-aminoethyl)-1-benzyl-2-oxopyrrolidine). Isolated yield 91.6%. As a reaction SMILES: [CH2:1]([N:8]1[CH2:12][CH:11]([C:13](=[N:15]O)[CH3:14])[CH2:10][C:9]1=[O:17])[C:2]1[CH:7]=[CH:6][CH:5]=[CH:4][CH:3]=1>N.[Ni]>[NH2:15][CH:13]([CH:11]1[CH2:12][N:8]([CH2:1][C:2]2[CH:7]=[CH:6][CH:5]=[CH:4][CH:3]=2)[C:9](=[O:17])[CH2:10]1)[CH3:14]. Reported procedure: 1-Benzyl-4-(1-hydroxyiminoethyl)-2-oxopyrrolidine (16.81 g, 0.072 mole), was hydrogenated in saturated methanolic ammonia (200 mL) at 50 psi and 25° with Raney nickel (5 g) for 23 hours. Additional Raney nickel (5 g) was added and hydrogenation continued for three hours. The reaction was Celite filtered and the solvent was removed under reduced pressure to give 4-(1-aminoethyl)-1-benzyl-2-oxopyrrolidine (14.4 g, 91%) as a brown oil which solidified on standing to a brown solid. Starting materials: COC1=CC=CC=2C(CC3=C(SC21)C=CC=C3)=O (6-Methoxy-11H-dibenzo[b,f]thiepin-10-one), Cl.N1=CC=CC=C1 (pyridine hydrochloride), N#N (N2). Yields the product OC1=CC=CC=2C(CC3=C(SC21)C=CC=C3)=O (6-Hydroxy-11H-dibenzo[b,f]thiepin-10-one). Reaction SMILES: C[O:2][C:3]1[C:13]2[S:12][C:11]3[CH:14]=[CH:15][CH:16]=[CH:17][C:10]=3[CH2:9][C:8](=[O:18])[C:7]=2[CH:6]=[CH:5][CH:4]=1.Cl.N1C=CC=CC=1.N#N>>[OH:2][C:3]1[C:13]2[S:12][C:11]3[CH:14]=[CH:15][CH:16]=[CH:17][C:10]=3[CH2:9][C:8](=[O:18])[C:7]=2[CH:6]=[CH:5][CH:4]=1 |f:1.2|. Procedure details: 6-Methoxy-11H-dibenzo[b,f]thiepin-10-one (1.54 g, 6 mmol) and pyridine hydrochloride (10 g) were heated for 2 hours at 200° C. with stirring and N2 atmosphere. The reaction was cooled down to room temperature and then triturated in water (200 ml) The pale green precipitate was filtered and dried overnight in a vacuum oven (50° C.) (1.40 g, 96%). 1HNMR (300 MHz, DMSO-d6): δH=4.20 (2H, s), 7.05–7.69 (7H, m), 10.56 (1H, s). Starting materials: C(C)(=O)O.NCC(=O)NCC(=O)NCC(=O)N (glycylglycylglycinamide acetate), resin, CO (methanol). The solvent is CC(=O)C (acetone). Run at time 1 hour. The product is CC1(N(C(CN1)=O)CC(=O)NCC(=O)N)C (2-(2,2-Dimethyl-5-oxo-1-imidazolidineacetamido)acetamide). RXN SMILES: [C:1](O)(=O)[CH3:2].[NH2:5][CH2:6][C:7]([NH:9][CH2:10][C:11]([NH:13][CH2:14][C:15]([NH2:17])=[O:16])=[O:12])=[O:8].[CH3:18]O>CC(C)=O>[CH3:18][C:1]1([CH3:2])[NH:5][CH2:6][C:7](=[O:8])[N:9]1[CH2:10][C:11]([NH:13][CH2:14][C:15]([NH2:17])=[O:16])=[O:12] |f:0.1|. Reported procedure: To a solution of glycylglycylglycinamide acetate (800 mg) in methanol (8 ml) and acetone (15 ml), Amberlite IRA-68 resin (2 ml) was added. The suspension was stirred at room temperature for 1 hour, then the resin was filtered off and the solution was evaporated under reduced pressure. The residue was suspended in acetone and stirred at room temperature overnight. The precipitate was collected and crystallized from ethyl acetate, to give the title compound, as a white powder, m.p. 102°-105° C. de... Run in C(C)#N (acetonitrile). Reactants: ClC(F)(Cl)Cl (trichlorofluoromethane), N1=CC=CC=C1 (pyridine), FF (fluorine), FF (fluorine), FC(S(=O)(=O)[O-])(F)F.[Na+] (sodium trifluoro-methanesulfonate), FF (fluorine). The product is FC(S(=O)(=O)[O-])(F)F.F[N+]1=CC=CC=C1 (N-fluoropyridinium trifluoromethanesulfonate). The yield is 67.0%. RXN SMILES: ClC(Cl)(Cl)F.[N:6]1[CH:11]=[CH:10][CH:9]=[CH:8][CH:7]=1.[F:12]F.[F:14][C:15]([F:21])([F:20])[S:16]([O-:19])(=[O:18])=[O:17].[Na+]>C(#N)C>[F:14][C:15]([F:21])([F:20])[S:16]([O-:19])(=[O:18])=[O:17].[F:12][N+:6]1[CH:11]=[CH:10][CH:9]=[CH:8][CH:7]=1 |f:3.4,6.7|. Reaction conditions: temperature -40 celsius. Reported procedure: To a 50 ml trichlorofluoromethane solution containing 1.0 g (12.6 m moles) of pyridine a mixed gas of fluorine and nitrogen in a volumetric ratio of 1:9 was introduced at a rate of 30 ml/min. at -78° C. under vigorous stirring. The amount of the fluorine gas introduced amounted to 34.8 mmoles. Subsequent to the fluorine introduction, 20 ml of anhydrous acetonitrile and 2.2 g (12.8 mmoles) of sodium trifluoro-methanesulfonate as a XM reactant were added to the reaction solution after which the te...